Task: describe an organic reaction: reactants, conditions, products, and yield. Dataset: the Open Reaction Database (ORD), a public repository of structured organic reaction records The reactants are O[C@H](C)[C@@H]1[C@@H]2N(C(=C([C@@H]2C)S\C=C/C2=C(N=CS2)CO)C(=O)[O-])C1=O.[Na+] (Sodium (1R,5S,6S)-6-((1R)-1-hydroxyethyl)-2-[[(Z)-2-(4-hydroxymethylthiazol-5-yl)ethen-1-yl]thio]-1-methyl-1-carbapen-2-em-3-carboxylate), C(C)(C)OC(=O)OC(C)I (1-(isopropyloxycarbonyloxy)ethyl iodide). Product: O[C@H](C)[C@@H]1[C@@H]2N(C(=C([C@@H]2C)S\C=C/C2=C(N=CS2)CO)C(=O)OC(C)OC(=O)OC(C)C)C1=O (1-(Isopropyloxycarbonyloxy)ethyl (1R,5S,6S)-6-((1R)-1-hydroxyethyl)-2-[[(Z)-2-(4-hydroxymethylthiazol-5-yl)ethen-1-yl]thio]-1-methyl-1-carbapen-2-em-3-carboxylate). The yield is 81.3%. RXN SMILES: [OH:1][C@@H:2]([C@H:4]1[C:24](=[O:25])[N:6]2[C:7]([C:21]([O-:23])=[O:22])=[C:8]([S:11]/[CH:12]=[CH:13]\[C:14]3[S:18][CH:17]=[N:16][C:15]=3[CH2:19][OH:20])[C@H:9]([CH3:10])[C@H:5]12)[CH3:3].[Na+].[CH:27]([O:30][C:31]([O:33][CH:34](I)[CH3:35])=[O:32])([CH3:29])[CH3:28]>>[OH:1][C@@H:2]([C@H:4]1[C:24](=[O:25])[N:6]2[C:7]([C:21]([O:23][CH:34]([O:33][C:31]([O:30][CH:27]([CH3:29])[CH3:28])=[O:32])[CH3:35])=[O:22])=[C:8]([S:11]/[CH:12]=[CH:13]\[C:14]3[S:18][CH:17]=[N:16][C:15]=3[CH2:19][OH:20])[C@H:9]([CH3:10])[C@H:5]12)[CH3:3] |f:0.1|. Procedure: In the same manner as in Example 81, 137 mg of the title compound was prepared from 133 mg of sodium (1R,5S,6S)-6-((1R)-1-hydroxyethyl)-2-[[(Z)-2-(4-hydroxymethylthiazol-5-yl)ethen-1-yl]thio]-1-methyl-1-carbapen-2-em-3-carboxylate prepared in Example 41 and 110 mg of 1-(isopropyloxycarbonyloxy)ethyl iodide. Reaction SMILES: [C:1](#[N:2])[C:3]([CH3:4])([CH3:5])[C:6]1=[C:7]([c:13]2[c:14]([O:15][CH2:16][c:17]3[cH:18][cH:19][cH:20][cH:21][cH:22]3)[cH:23][c:24]([C:35]([CH2:36][CH2:37][CH2:38][CH2:39][CH2:40][CH3:41])([CH3:42])[CH3:43])[cH:25][c:26]2[O:27][CH2:28][c:29]2[cH:30][cH:31][cH:32][cH:33][cH:34]2)[CH2:8][CH:9]([CH3:12])[CH2:10][CH2:11]1.[CH3:44][CH2:45][OH:46].[ClH:49].[Na+:48].[OH-:47]>>[C:1]([NH2:2])([C:3]([CH3:4])([CH3:5])[C:6]1=[C:7]([c:13]2[c:14]([O:15][CH2:16][c:17]3[cH:18][cH:19][cH:20][cH:21][cH:22]3)[cH:23][c:24]([C:35]([CH2:36][CH2:37][CH2:38][CH2:39][CH2:40][CH3:41])([CH3:42])[CH3:43])[cH:25][c:26]2[O:27][CH2:28][c:29]2[cH:30][cH:31][cH:32][cH:33][cH:34]2)[CH2:8][CH:9]([CH3:12])[CH2:10][CH2:11]1)=[O:46]. Product: CCCCCCC(C)(C)c1cc(OCc2ccccc2)c(C2=C(C(C)(C)C(N)=O)CCC(C)C2)c(OCc2ccccc2)c1. The reactants are CCCCCCC(C)(C)c1cc(OCc2ccccc2)c(C2=C(C(C)(C)C#N)CCC(C)C2)c(OCc2ccccc2)c1, CCO, Cl, [Na+], [OH-]. Reactants: C1(C=2C(C(N1CCCN1C(N([C@H]3C[C@@H]([C@@H](CO)O3)N=[N+]=[N-])C=C(C1=O)C)=O)=O)=CC=CC2)=O (3-(3-phthalimidopropyl)-3'-azido-3'-deoxythymidine), O.NN (hydrazine hydrate). The solvent is CO (methanol). Reported procedure: A solution of approximately 0.5 mmole 3-PHT-P AZT (Example 26) in methanol was treated with 50 ul hydrazine hydrate and incubated overnight at room temperature. The resulting suspension was filtered through a 0.45 um PTFE membrane and the filtrate chromatographed by preparative TLC on silica gel-F 2000 um using the solvent system CHCl3 /MeOH/15M NH4OH (85+15+1). The major band (Rf =0.27; UV positive; ninhydrin positive)was well separated from 3-PHT-P-AZT (Rf =0.78; UV positive; ninhydrin negativ... The product is NCCCN1C(N([C@H]2C[C@@H]([C@@H](CO)O2)N=[N+]=[N-])C=C(C1=O)C)=O (3-(3-aminopropyl)-3'-azido-3'-deoxythymidine). Reaction SMILES: C1(=O)[N:5]([CH2:6][CH2:7][CH2:8][N:9]2[C:24](=[O:25])[C:23]([CH3:26])=[CH:22][N:11]([C@@H:12]3[O:18][C@H:15]([CH2:16][OH:17])[C@@H:14]([N:19]=[N+:20]=[N-:21])[CH2:13]3)[C:10]2=[O:27])C(=O)C2=CC=CC=C12.O.NN>CO>[NH2:5][CH2:6][CH2:7][CH2:8][N:9]1[C:24](=[O:25])[C:23]([CH3:26])=[CH:22][N:11]([C@@H:12]2[O:18][C@H:15]([CH2:16][OH:17])[C@@H:14]([N:19]=[N+:20]=[N-:21])[CH2:13]2)[C:10]1=[O:27] |f:1.2|. Reactants: C(C1=CC=CC=C1)OC(=O)N(C(CNC)=O)C1(CC2=CC=CC=C2CC1)C(=O)OCC (ethyl 2-(N-benzyloxycarbonyl-N-methylaminoacetylamino)tetralin-2-carboxylate). The reagents and catalysts are [C].[Pd] (palladium-carbon). Run in C(C)O (ethanol). Product: CNCC(=O)NC1(CC2=CC=CC=C2CC1)C(=O)OCC (Ethyl 2-(N-methylaminoacetylamino)tetralin-2-carboxylate). The yield is 95.7%. As a reaction SMILES: C(OC([N:11]([C:17]1([C:27]([O:29][CH2:30][CH3:31])=[O:28])[CH2:26][CH2:25][C:24]2[C:19](=[CH:20][CH:21]=[CH:22][CH:23]=2)[CH2:18]1)[C:12](=[O:16])[CH2:13][NH:14][CH3:15])=O)C1C=CC=CC=1>C(O)C.[C].[Pd]>[CH3:15][NH:14][CH2:13][C:12]([NH:11][C:17]1([C:27]([O:29][CH2:30][CH3:31])=[O:28])[CH2:26][CH2:25][C:24]2[C:19](=[CH:20][CH:21]=[CH:22][CH:23]=2)[CH2:18]1)=[O:16] |f:2.3|. Reported procedure: A solution of ethyl 2-(N-benzyloxycarbonyl-N-methylaminoacetylamino)tetralin-2-carboxylate (750 mg, 1.8 mmol) in ethanol (20 ml) was subjected to hydrogenation in the presence of 10% palladium-carbon (200 mg) for 5 hours. After the catalyst was filtered off, the mother liquid was concentrated under reduced pressure to yield 500 mg (96%) of the title compound as a crude substance. Starting materials: O=C1CCC(=O)N1Br, ClC(Cl)(Cl)Cl, Cc1cc([N+](=O)[O-])c(Cl)c([N+](=O)[O-])c1C. The product is Cc1cc([N+](=O)[O-])c(Cl)c([N+](=O)[O-])c1CBr. As a reaction SMILES: [Br:16][N:17]1[C:18](=[O:19])[CH2:20][CH2:21][C:22]1=[O:23].[C:24]([Cl:25])([Cl:26])([Cl:27])[Cl:28].[Cl:1][c:2]1[c:3]([N+:13](=[O:14])[O-:15])[c:4]([CH3:12])[c:5]([CH3:11])[cH:6][c:7]1[N+:8](=[O:9])[O-:10]>>[Cl:1][c:2]1[c:3]([N+:13](=[O:14])[O-:15])[c:4]([CH2:12][Br:16])[c:5]([CH3:11])[cH:6][c:7]1[N+:8](=[O:9])[O-:10]. Reactants: CSC1=CC=C(C=C1)O (4-(methylthio)phenol), [OH-].[K+] (potassium hydroxide), O (water), BrCCCCBr (1,4-dibromo butane). Solvent: CN(C=O)C (dimethylformamide). Run at time 16 hour. The product is BrCCCCOC1=CC=C(C=C1)SC (1-(4-bromo-butyloxy)-4-(methylthio)-benzene). RXN SMILES: [CH3:1][S:2][C:3]1[CH:8]=[CH:7][C:6]([OH:9])=[CH:5][CH:4]=1.[OH-].[K+].[Br:12][CH2:13][CH2:14][CH2:15][CH2:16]Br.O>CN(C)C=O>[Br:12][CH2:13][CH2:14][CH2:15][CH2:16][O:9][C:6]1[CH:7]=[CH:8][C:3]([S:2][CH3:1])=[CH:4][CH:5]=1 |f:1.2|. Procedure details: 7.0 g (0.05 mol) of 4-(methylthio)phenol are stirred in 80 cc of absolute dimethylformamide for 30 minutes with 2.8 g (0.05 mol) of pulverized potassium hydroxide. 16.2 g (0.075 mol) of 1,4-dibromo butane are added dropwise over the course of 15 minutes and the mixture is stirred at 20° for 16 hours. After the addition of approximately 150 cc of water, the reaction mixture is extracted with ether, the extract is washed with ice-cold 1N sodium hydroxide solution and saturated sodium chloride solu...